Dataset: the Open Reaction Database (ORD), a public repository of structured organic reaction records. Task: describe an organic reaction: reactants, conditions, products, and yield The reactants are ClC1=CC(=NC2=CC=C(C=C12)C)C (4-chloro-2,6-dimethylquinoline), C[S-].[Na+] (sodium thiomethoxide), C(C)#N (acetonitrile). Solvent: O (water). The product is CC1=NC2=CC=C(C=C2C(=C1)SC)C (2,6-dimethyl-4methylthioquinoline). Yield: 98.0%. RXN SMILES: Cl[C:2]1[C:11]2[C:6](=[CH:7][CH:8]=[C:9]([CH3:12])[CH:10]=2)[N:5]=[C:4]([CH3:13])[CH:3]=1.[CH3:14][S-:15].[Na+].C(#N)C>O>[CH3:13][C:4]1[CH:3]=[C:2]([S:15][CH3:14])[C:11]2[C:6](=[CH:7][CH:8]=[C:9]([CH3:12])[CH:10]=2)[N:5]=1 |f:1.2|. Reported procedure: A mixture of 4-chloro-2,6-dimethylquinoline (0.5 g, prepared as described in Example 1), sodium thiomethoxide (0.55 g) and dry acetonitrile (20 ml) was heated to reflux under an atmosphere of argon for 15 hours. After cooling to laboratory temperature the mixture was poured into water (50 ml) and extracted with ethyl acetate (2×50 ml). The combined organic layers were dried over magnesium sulphate and evaporated to leave 2,6-dimethyl-4methylthioquinoline as a white solid (0.52 g) which was used ... Starting materials: [Si](C)(C)(C(C)(C)C)OC1CN(CC1)C1=CC=C2C=CNC2=C1 (6-(3-(tert-Butyldimethylsilyloxy)pyrrolidin-1-yl)-1H-indole), CC1=C(C=CC=C1\C=C\[N+](=O)[O-])NC(OCC1=CC=CC=C1)=O ((E)-benzyl 2-methyl-3-(2-nitrovinyl)phenylcarbamate). Run in C1CCOC1 (THF). Run at temperature 110 celsius. Yields the product [Si](C)(C)(C(C)(C)C)OC1CN(CC1)C1=CC=C2C(=CNC2=C1)C(C[N+](=O)[O-])C=1C(=C(C=CC1)NC(OCC1=CC=CC=C1)=O)C (Benzyl 3-(1-(6-(3-(tert-butyldimethylsilyloxy)pyrrolidin-1-yl)-1H-indol-3-yl)-2-nitroethyl)-2-methylphenylcarbamate). Yield: 33.4%. As a reaction SMILES: [Si:1]([O:8][CH:9]1[CH2:13][CH2:12][N:11]([C:14]2[CH:22]=[C:21]3[C:17]([CH:18]=[CH:19][NH:20]3)=[CH:16][CH:15]=2)[CH2:10]1)([C:4]([CH3:7])([CH3:6])[CH3:5])([CH3:3])[CH3:2].[CH3:23][C:24]1[C:29](/[CH:30]=[CH:31]/[N+:32]([O-:34])=[O:33])=[CH:28][CH:27]=[CH:26][C:25]=1[NH:35][C:36](=[O:45])[O:37][CH2:38][C:39]1[CH:44]=[CH:43][CH:42]=[CH:41][CH:40]=1>C1COCC1>[Si:1]([O:8][CH:9]1[CH2:13][CH2:12][N:11]([C:14]2[CH:22]=[C:21]3[C:17]([C:18]([CH:30]([C:29]4[C:24]([CH3:23])=[C:25]([NH:35][C:36](=[O:45])[O:37][CH2:38][C:39]5[CH:40]=[CH:41][CH:42]=[CH:43][CH:44]=5)[CH:26]=[CH:27][CH:28]=4)[CH2:31][N+:32]([O-:34])=[O:33])=[CH:19][NH:20]3)=[CH:16][CH:15]=2)[CH2:10]1)([C:4]([CH3:7])([CH3:5])[CH3:6])([CH3:3])[CH3:2]. Procedure: 6-(3-(tert-Butyldimethylsilyloxy)pyrrolidin-1-yl)-1H-indole (1.867 g, 5.90 mmol) and (E)-benzyl 2-methyl-3-(2-nitrovinyl)phenylcarbamate (1.5354 g, 4.92 mmol) were dissolved in THF (40 mL), concentrated in vacuo, and the mixture was heated at 110° C. for 1 hr. The reaction mixture was cooled to room temperature and purified by flash chromatography using an ISCO 220 g column eluting with 25-100% EtOAc/hexanes to give the desired product (1.0324 g, 1.642 mmol, 33.4% yield) as a tan solid. Reactants: CCCCCCc1ccc(-c2ccc(-c3ncc(C(=O)OCC)cn3)cc2)cc1, CCO, [Na+], [OH-]. Product: CCCCCCc1ccc(-c2ccc(-c3ncc(C(=O)O)cn3)cc2)cc1. Reaction SMILES: [CH2:1]([CH3:2])[O:3][C:4](=[O:5])[c:6]1[cH:7][n:8][c:9](-[c:12]2[cH:13][cH:14][c:15](-[c:18]3[cH:19][cH:20][c:21]([CH2:24][CH2:25][CH2:26][CH2:27][CH2:28][CH3:29])[cH:22][cH:23]3)[cH:16][cH:17]2)[n:10][cH:11]1.[CH3:32][CH2:33][OH:34].[Na+:31].[OH-:30]>>[O:3]=[C:4]([OH:5])[c:6]1[cH:7][n:8][c:9](-[c:12]2[cH:13][cH:14][c:15](-[c:18]3[cH:19][cH:20][c:21]([CH2:24][CH2:25][CH2:26][CH2:27][CH2:28][CH3:29])[cH:22][cH:23]3)[cH:16][cH:17]2)[n:10][cH:11]1. Starting materials: C1(=CC=CC=C1)O (phenol), [B] (boron), [S-]C#N (thiocyanate), [B] (boron). Yields the product C(#N)C1=C(C=CC=C1)O (2-cyanophenol). As a reaction SMILES: [C:1]1([OH:7])[CH:6]=[CH:5][CH:4]=[CH:3][CH:2]=1.[S-][C:9]#[N:10].[B]>>[C:9]([C:2]1[CH:3]=[CH:4][CH:5]=[CH:6][C:1]=1[OH:7])#[N:10]. Reported procedure: The phenol (II) is allowed to react with a thiocyanate in the presence of a boron trihalogenide to give an intermediate compound (IIIa), and the boron compound (IIIa) is then treated with a strong base to give a 2-cyanophenol (Ia). Alternatively, the 2-cyanophenol (Ia) can be prepared via the thiocarboxyimidic acid ester (IVa) by stepwise hydrolysis. Thus, IIIa is at first treated with a weak base to give IVa, which is then treated with a strong base to give the 2-cyanophenol (Ia). Reactants: C(C)(C)(C)OC(N[C@@H](C(=O)N1CCN(CC1)C1=C(C=CC=C1)OC)CC1=CC=CC=C1)=O ((R)-[1-(phenylmethyl)-2-[4-(2-methoxyphenyl)-1-piperazinyl]-2-oxo-ethyl]-carbamic acid tert-butyl ester), Cl (HCl). The solvent is O1CCOCC1 (dioxane). Reaction conditions: time 6 hour. Product: Cl.C1(=CC=CC=C1)C[C@H](C(=O)N1CCN(CC1)C1=C(C=CC=C1)OC)N ((R)-[1-(phenylmethyl)-2-[4-(2-methoxyphenyl)-1-piperazinyl]-2-oxoethyl]amine hydrochloride). The yield is 100.0%. Reaction SMILES: C(OC(=O)[NH:7][C@H:8]([CH2:25][C:26]1[CH:31]=[CH:30][CH:29]=[CH:28][CH:27]=1)[C:9]([N:11]1[CH2:16][CH2:15][N:14]([C:17]2[CH:22]=[CH:21][CH:20]=[CH:19][C:18]=2[O:23][CH3:24])[CH2:13][CH2:12]1)=[O:10])(C)(C)C.[ClH:33]>O1CCOCC1>[ClH:33].[C:26]1([CH2:25][C@@H:8]([NH2:7])[C:9]([N:11]2[CH2:16][CH2:15][N:14]([C:17]3[CH:22]=[CH:21][CH:20]=[CH:19][C:18]=3[O:23][CH3:24])[CH2:13][CH2:12]2)=[O:10])[CH:31]=[CH:30][CH:29]=[CH:28][CH:27]=1 |f:3.4|. Procedure details: A solution of (R)-[1-(phenylmethyl)-2-[4-(2-methoxyphenyl)-1-piperazinyl]-2-oxo-ethyl]-carbamic acid tert-butyl ester (16.37 g, 37.3 mmol) in a mixture of dioxane (150 mL)/4N aqueous HCl (150 mL) was stirred at room temperature for 6 hours. The reaction mixture was then concentrated under reduced pressure and the aqueous mixture was extracted with diethyl ether. The combined organic extracts were dried over anhydrous sodium sulfate and concentrated under reduced pressure to yield the desired (R)... Reactants: O (H2O), resultant solution, CCN(C(C)C)C(C)C (DIEA), Cl.Cl.C12C=3C=C(C=CC3C(CNC1)C2)NC2=NC=C(C(=N2)NC2CC2)C(F)(F)F ((+/−)-N2-(10-Aza-tricyclo[6.3.1.02.7]dodeca-2(7),3,5-trien-4-yl)-N4-cyclopropyl-5-trifluoromethyl-pyrimidine-2,4-diamine dihydrochloride salt), CS(=O)C (DMSO). Reaction conditions: temperature 130 celsius, time 14 hour. The product is C1(CC1)NC1=NC(=NC=C1C(F)(F)F)NC1=CC=2C3CN(CC(C2C=C1)C3)C3=NC=CC=C3 ((+/−)-N4-Cyclopropyl-N2-(10-pyridin-2-yl-10-aza-tricyclo[6.3.1.02.7]dodeca-2(7),3,5-trien-4-yl)-5-trifluoromethyl-pyrimidine-2,4-diamine). Isolated yield 49.0%. RXN SMILES: Cl.Cl.[CH:3]12[CH2:14][CH:10]([CH2:11][NH:12][CH2:13]1)[C:9]1[CH:8]=[CH:7][C:6]([NH:15][C:16]3[N:21]=[C:20]([NH:22][CH:23]4[CH2:25][CH2:24]4)[C:19]([C:26]([F:29])([F:28])[F:27])=[CH:18][N:17]=3)=[CH:5][C:4]2=1.CC[N:32]([CH:36]([CH3:38])C)[CH:33]([CH3:35])C.O.[CH3:40]S(C)=O>>[CH:23]1([NH:22][C:20]2[C:19]([C:26]([F:28])([F:29])[F:27])=[CH:18][N:17]=[C:16]([NH:15][C:6]3[CH:7]=[CH:8][C:9]4[CH:10]5[CH2:14][CH:3]([CH2:13][N:12]([C:36]6[CH:38]=[CH:40][CH:35]=[CH:33][N:32]=6)[CH2:11]5)[C:4]=4[CH:5]=3)[N:21]=2)[CH2:25][CH2:24]1 |f:0.1.2|. Procedure: Compound 13 (290 mg, 645 μmol) was dissolved in DMSO (2 mL) in a 15 mL screw cap pressure tube, and the resultant solution was treated with DIEA (431 μL, 2.48 mmol) and 2-fluoropyride (125 mg, 1.29 mmol). The reaction vessel was sealed and stirred at 130° C. for 14 hours. The reactor contents were cooled to 25° C., poured into H2O (30 mL), and stirred for 1 hour to produce an orange, gummy residue. The H2O was decanted off and the residue purified on silica gel (40% EtOAc/Hexanes) to provide 14 ...